This data is from the Open Reaction Database (ORD), a public repository of structured organic reaction records. The task is: describe an organic reaction: reactants, conditions, products, and yield Reactants: BrC=C(C)C1=CC=NC=C1 (4-(1-Bromoprop-1-en-2-yl)pyridine), C(C)N1CC2=C(NC=3C=CC=CC23)CC1 (2-Ethyl-2,3,4,5-tetrahydro-1H-pyrido[4,3-b]indole), N1[C@H](C(=O)O)CCC1 (L-proline), P(=O)([O-])([O-])[O-].[K+].[K+].[K+] (potassium phosphate). The reagents and catalysts are [Cu]I (Copper (I) iodide). Solvent: CN(C)C=O (DMF). Reaction conditions: time 10 minute. Yields the product C(C)N1CC2=C(N(C=3C=CC=CC23)\C=C(/C)\C2=CC=NC=C2)CC1 ((E)-2-ethyl-5-(2-(pyridin-4-yl)prop-1-enyl)-2,3,4,5-tetrahydro-1H-pyrido[4,3-b]indole). RXN SMILES: [CH2:1]([N:3]1[CH2:15][CH2:14][C:6]2[NH:7][C:8]3[CH:9]=[CH:10][CH:11]=[CH:12][C:13]=3[C:5]=2[CH2:4]1)[CH3:2].N1CCC[C@H]1C(O)=O.P([O-])([O-])([O-])=O.[K+].[K+].[K+].Br[CH:33]=[C:34]([C:36]1[CH:41]=[CH:40][N:39]=[CH:38][CH:37]=1)[CH3:35]>CN(C=O)C.[Cu]I>[CH2:1]([N:3]1[CH2:15][CH2:14][C:6]2[N:7](/[CH:33]=[C:34](/[C:36]3[CH:41]=[CH:40][N:39]=[CH:38][CH:37]=3)\[CH3:35])[C:8]3[CH:9]=[CH:10][CH:11]=[CH:12][C:13]=3[C:5]=2[CH2:4]1)[CH3:2] |f:2.3.4.5|. Procedure: 2-Ethyl-2,3,4,5-tetrahydro-1H-pyrido[4,3-b]indole (150 mg, 0.65 mmol) was dissolved in DMF. Copper (I) iodide (14 mg, 0.13 mmol), L-proline (12 mg, 0.065 mmol) and potassium phosphate (275 mg, 1.3 mmol) were added and the reaction mixture was stirred for 10 min. at RT. 4-(1-Bromoprop-1-en-2-yl)pyridine (195 mg, 0.9 mmol) was added dropwise and the reaction mixture was purged with nitrogen. The reaction mixture was heated overnight at 85° C. (prolonged heating in some cases was required). DMF was...